From a dataset of the Open Reaction Database (ORD), a public repository of structured organic reaction records. describe an organic reaction: reactants, conditions, products, and yield Reactants: O[C@H]1[C@@H](C2=CC=CC=C2C1)OC=1C=2N(C=CC1)C=C(N2)C (8-(2-(trans)-hydroxy-2,3-dihydro-1-indenyloxy)-2-methyl-imidazo[1,2-a]pyridine), N(=O)OCCCC (butyl nitrite). Run in O1CCCC1 (tetrahydrofuran). Product: O[C@H]1[C@@H](C2=CC=CC=C2C1)OC=1C=2N(C=CC1)C(=C(N2)C)N=O (8-(2-(trans)-hydroxy-2,3-dihydro-1-indenyloxy)-2-methyl-3-nitroso-imidazo[1,2-a]pyridine). Isolated yield 63.4%. RXN SMILES: [OH:1][C@@H:2]1[CH2:10][C:9]2[C:4](=[CH:5][CH:6]=[CH:7][CH:8]=2)[C@H:3]1[O:11][C:12]1[C:13]2[N:14]([CH:18]=[C:19]([CH3:21])[N:20]=2)[CH:15]=[CH:16][CH:17]=1.[N:22](OCCCC)=[O:23]>O1CCCC1>[OH:1][C@@H:2]1[CH2:10][C:9]2[C:4](=[CH:5][CH:6]=[CH:7][CH:8]=2)[C@H:3]1[O:11][C:12]1[C:13]2[N:14]([C:18]([N:22]=[O:23])=[C:19]([CH3:21])[N:20]=2)[CH:15]=[CH:16][CH:17]=1. Procedure: 0.5 g 8-(2-(trans)-hydroxy-2,3-dihydro-1-indenyloxy)-2-methyl-imidazo[1,2-a]pyridine, dissolved in 50 ml tetrahydrofuran, are mixed with 0.6 g commercial butyl nitrite at 50° C. and left over night at this temperature. After evaporation of the volatile components in vacuo, residue is washed with few cold acetonitrile and, after the solvent is poured off, recrystallized from acetonitrile. 0.35 g yellow title compound of m.p. 178°-179° C. is obtained. Reactants: CCO, COc1ccc([N+](=O)[O-])cc1N1CCOCC1. The product is COc1ccc(N)cc1N1CCOCC1. As a reaction SMILES: [CH3:18][CH2:19][OH:20].[CH3:1][O:2][c:3]1[c:4]([N:12]2[CH2:13][CH2:14][O:15][CH2:16][CH2:17]2)[cH:5][c:6]([N+:9]([O-:10])=[O:11])[cH:7][cH:8]1>>[CH3:1][O:2][c:3]1[c:4]([N:12]2[CH2:13][CH2:14][O:15][CH2:16][CH2:17]2)[cH:5][c:6]([NH2:9])[cH:7][cH:8]1. Reactants: O=[N+]([O-])c1ccccc1OCC=CCN1CCC(O)CC1, O=[N+]([O-])c1ccccc1OCC=CCN1CCC(O)CC1, ClC(c1ccsc1)c1ccsc1. The product is O=[N+]([O-])c1ccccc1OCC=CCN1CCC(OC(c2ccsc2)c2ccsc2)CC1. Reaction SMILES: [OH:13][CH:14]1[CH2:15][CH2:16][N:17]([CH2:20][CH:21]=[CH:22][CH2:23][O:24][c:25]2[c:26]([N+:31](=[O:32])[O-:33])[cH:27][cH:28][cH:29][cH:30]2)[CH2:18][CH2:19]1.[OH:34][CH:35]1[CH2:36][CH2:37][N:38]([CH2:39][CH:40]=[CH:41][CH2:42][O:43][c:44]2[cH:45][cH:46][cH:47][cH:48][c:49]2[N+:50]([O-:51])=[O:52])[CH2:53][CH2:54]1.[s:1]1[cH:2][c:3]([CH:6]([c:7]2[cH:8][s:9][cH:10][cH:11]2)[Cl:12])[cH:4][cH:5]1>>[s:1]1[cH:2][c:3]([CH:6]([c:7]2[cH:8][s:9][cH:10][cH:11]2)[O:13][CH:14]2[CH2:15][CH2:16][N:17]([CH2:20][CH:21]=[CH:22][CH2:23][O:24][c:25]3[c:26]([N+:31](=[O:32])[O-:33])[cH:27][cH:28][cH:29][cH:30]3)[CH2:18][CH2:19]2)[cH:4][cH:5]1. The reactants are CC(C=1C=CC(=C(C1)F)C=2C=CC=CC2)C(=O)O (flurbiprofen), N1=CC=C(C=C1)\C=C\C1=CC=NC=C1 (trans-1,2-bis(4-pyridyl) ethylene). Solvent: CC(=O)C (acetone). Product: CC(C=1C=CC(=C(C1)F)C=2C=CC=CC2)C(=O)O.N1=CC=C(C=C1)C=CC1=CC=NC=C1 (flurbiprofen 1,2-bis(4-pyridyl) ethylene). Reaction SMILES: [CH3:1][CH:2]([C:16]([OH:18])=[O:17])[C:3]1[CH:4]=[CH:5][C:6]([C:10]2[CH:11]=[CH:12][CH:13]=[CH:14][CH:15]=2)=[C:7]([F:9])[CH:8]=1.[N:19]1[CH:24]=[CH:23][C:22](/[CH:25]=[CH:26]/[C:27]2[CH:32]=[CH:31][N:30]=[CH:29][CH:28]=2)=[CH:21][CH:20]=1>CC(C)=O>[CH3:1][CH:2]([C:16]([OH:18])=[O:17])[C:3]1[CH:4]=[CH:5][C:6]([C:10]2[CH:15]=[CH:14][CH:13]=[CH:12][CH:11]=2)=[C:7]([F:9])[CH:8]=1.[N:19]1[CH:24]=[CH:23][C:22]([CH:25]=[CH:26][C:27]2[CH:28]=[CH:29][N:30]=[CH:31][CH:32]=2)=[CH:21][CH:20]=1 |f:3.4|. Procedure: 25 mg (0.1023 mmol) flurbiprofen and 10 mg (0.0548 mmol) trans-1,2-bis(4-pyridyl) ethylene were dissolved in 3 mL acetone. Slow evaporation of the solvent yielded colorless needles of a 2:1 flurbiprofen/1,2-bis(4-pyridyl) ethylene co-crystal, as shown in FIG. 49A-B. The reactants are [Na] (sodium), [Cl-].[NH4+] (ammonium chloride), CC1(C(C2=CC(=CC=C2CC1N(S(=O)(=O)C1=CC=C(C=C1)C)C)OC)CCOC1OCCCC1)C (2,2-dimethyl-7-methoxy-3-(N-methyl-p-toluenesulphonamido)-1-[2-(tetrahydro-2-pyranyloxy)ethyl]-1,2,3,4-tetrahydronaphthalene), liquid, N (ammonia), N (ammonia). The solvent is CCOCC (ether), CCOCC (ether), O1CCOCC1 (dioxane). Run at time 2 hour. Product: Cl.CC1(C(C2=CC(=CC=C2CC1NC)OC)CCO)C (2,2-Dimethyl-1-(2-hydroxyethyl)-7-methoxy-3-methylamino-1,2,3,4-tetrahydronaphthalene hydrochloride). The yield is 76.0%. As a reaction SMILES: [CH3:1][C:2]1([CH3:35])[CH:11]([N:12]([CH3:23])S(C2C=CC(C)=CC=2)(=O)=O)[CH2:10][C:9]2[C:4](=[CH:5][C:6]([O:24][CH3:25])=[CH:7][CH:8]=2)[CH:3]1[CH2:26][CH2:27][O:28]C1CCCCO1.N.[Na].[Cl-:38].[NH4+]>CCOCC.O1CCOCC1>[ClH:38].[CH3:1][C:2]1([CH3:35])[CH:11]([NH:12][CH3:23])[CH2:10][C:9]2[C:4](=[CH:5][C:6]([O:24][CH3:25])=[CH:7][CH:8]=2)[CH:3]1[CH2:26][CH2:27][OH:28] |f:3.4,7.8,^1:36|. Reported procedure: A solution of 121.5 g of 2,2-dimethyl-7-methoxy-3-(N-methyl-p-toluenesulphonamido)-1-[2-(tetrahydro-2-pyranyloxy)ethyl]-1,2,3,4-tetrahydronaphthalene in 300 ml of absolute ether and 5 ml of dry dioxane is added dropwise to 1500 ml of liquid ammonia which is stirred mechanically. At the same time small pieces of sodium (total amount 30 g) are added. After completion of the addition, which takes some 2 hours, the colourless reaction mixture is diluted cautiously with 200 ml of ether whereafter 15 ... Reactants: BrC(Br)(Br)Br, CC(=O)Oc1cccc(CCCCO)c1, ClCCl, c1ccc(P(c2ccccc2)c2ccccc2)cc1. The product is CC(=O)Oc1cccc(CCCCBr)c1. Reaction SMILES: [C:16]([Br:17])([Br:18])([Br:19])[Br:20].[C:1]([CH3:2])(=[O:3])[O:4][c:5]1[cH:6][c:7]([CH2:11][CH2:12][CH2:13][CH2:14][OH:15])[cH:8][cH:9][cH:10]1.[Cl:40][CH2:41][Cl:42].[c:21]1([P:22]([c:23]2[cH:24][cH:25][cH:26][cH:27][cH:28]2)[c:29]2[cH:30][cH:31][cH:32][cH:33][cH:34]2)[cH:35][cH:36][cH:37][cH:38][cH:39]1>>[C:1]([CH3:2])(=[O:3])[O:4][c:5]1[cH:6][c:7]([CH2:11][CH2:12][CH2:13][CH2:14][Br:17])[cH:8][cH:9][cH:10]1. Starting materials: [Br-], C[Mg+], Cl, O=Cc1ccc(C(F)(F)F)nc1, C1CCOC1. The product is CC(Br)c1ccc(C(F)(F)F)nc1. As a reaction SMILES: [Br-:13].[CH3:14][Mg+:15].[ClH:16].[F:1][C:2]([c:3]1[n:4][cH:5][c:6]([CH:9]=[O:10])[cH:7][cH:8]1)([F:11])[F:12].[O:17]1[CH2:18][CH2:19][CH2:20][CH2:21]1>>[F:1][C:2]([c:3]1[n:4][cH:5][c:6]([CH:9]([Br:13])[CH3:14])[cH:7][cH:8]1)([F:11])[F:12]. Starting materials: ClCCl, COc1ccc2c(Oc3ccc(NC(=O)c4c(C)n(CCO)n(-c5ccccc5)c4=O)cc3F)ccnc2c1, O=C1NC(=O)c2ccccc21, CCOC(=O)N=NC(=O)OCC, c1ccc(P(c2ccccc2)c2ccccc2)cc1. Product: COc1ccc2c(Oc3ccc(NC(=O)c4c(C)n(CCN5C(=O)c6ccccc6C5=O)n(-c5ccccc5)c4=O)cc3F)ccnc2c1. As a reaction SMILES: [Cl:82][CH2:83][Cl:84].[F:1][c:2]1[cH:3][c:4]([NH:21][C:22](=[O:23])[c:24]2[c:25](=[O:39])[n:26](-[c:33]3[cH:34][cH:35][cH:36][cH:37][cH:38]3)[n:27]([CH2:30][CH2:31][OH:32])[c:28]2[CH3:29])[cH:5][cH:6][c:7]1[O:8][c:9]1[cH:10][cH:11][n:12][c:13]2[cH:14][c:15]([O:19][CH3:20])[cH:16][cH:17][c:18]12.[O:40]=[C:41]1[NH:42][C:43](=[O:44])[c:45]2[cH:46][cH:47][cH:48][cH:49][c:50]21.[O:70]=[C:71]([O:72][CH2:73][CH3:74])[N:75]=[N:76][C:77]([O:78][CH2:79][CH3:80])=[O:81].[c:51]1([P:52]([c:53]2[cH:54][cH:55][cH:56][cH:57][cH:58]2)[c:59]2[cH:60][cH:61][cH:62][cH:63][cH:64]2)[cH:65][cH:66][cH:67][cH:68][cH:69]1>>[F:1][c:2]1[cH:3][c:4]([NH:21][C:22](=[O:23])[c:24]2[c:25](=[O:39])[n:26](-[c:33]3[cH:34][cH:35][cH:36][cH:37][cH:38]3)[n:27]([CH2:30][CH2:31][N:42]3[C:41](=[O:40])[c:50]4[c:45]([cH:46][cH:47][cH:48][cH:49]4)[C:43]3=[O:44])[c:28]2[CH3:29])[cH:5][cH:6][c:7]1[O:8][c:9]1[cH:10][cH:11][n:12][c:13]2[cH:14][c:15]([O:19][CH3:20])[cH:16][cH:17][c:18]12.